The task is: describe an organic reaction: reactants, conditions, products, and yield. This data is from the Open Reaction Database (ORD), a public repository of structured organic reaction records. Run in CC(=O)N(C)C (DMAc). Yields the product O(C1=CC=CC=C1)C1=CC=C(C(=O)C2=CC=C(C=C2)C#CC2=CC=CC=C2)C=C1 (4-phenoxy-4'-phenylethynylbenzophenone). Conditions: temperature 23 celsius. Reactants: C1(=CC=CC=C1)O (phenol), FC1=CC=C(C(=O)C2=CC=C(C=C2)C#CC2=CC=CC=C2)C=C1 (4-fluoro-4'-phenylethynylbenzophenone), C1(=CC=CC=C1)C (toluene). Procedure: A 100 mL flask equipped with nitrogen inlet, overhead stirring assembly, Dean-Stark trap, and reflux condenser was charged with phenol (0.35 g, 0.0038 mol), 4-fluoro-4'-phenylethynylbenzophenone (0.10 g, 0.0038 mol) potassium carbonate (0.39 g, 0.003 mol), 25 mL of toluene, and 50 mL of DMAc. The mixture was heated to reflux and water was removed by azeotropic distillation, followed by the removal of toluene over a 20 hour period. The reaction was cooled to 23° C., and the mixture was poured int... Yield: 96.3%. Reaction SMILES: [C:1]1([OH:7])[CH:6]=[CH:5][CH:4]=[CH:3][CH:2]=1.F[C:9]1[CH:30]=[CH:29][C:12]([C:13]([C:15]2[CH:20]=[CH:19][C:18]([C:21]#[C:22][C:23]3[CH:28]=[CH:27][CH:26]=[CH:25][CH:24]=3)=[CH:17][CH:16]=2)=[O:14])=[CH:11][CH:10]=1.C1(C)C=CC=CC=1>CC(N(C)C)=O>[O:7]([C:9]1[CH:30]=[CH:29][C:12]([C:13]([C:15]2[CH:20]=[CH:19][C:18]([C:21]#[C:22][C:23]3[CH:28]=[CH:27][CH:26]=[CH:25][CH:24]=3)=[CH:17][CH:16]=2)=[O:14])=[CH:11][CH:10]=1)[C:1]1[CH:6]=[CH:5][CH:4]=[CH:3][CH:2]=1. The reactants are Cc1cnc(N)s1, O=C(Nc1cnccn1)C1CC(F)CN1, COC(=O)C1CC(O)CN1C(=O)OC(C)(C)C. Yields the product CC(C)(C)OC(=O)N1CC(F)CC1C(=O)Nc1cnccn1. RXN SMILES: [CH3:18][c:19]1[s:20][c:21]([NH2:22])[n:23][cH:24]1.[F:25][CH:26]1[CH2:27][CH:28]([C:31](=[O:32])[NH:33][c:34]2[n:35][cH:36][cH:37][n:38][cH:39]2)[NH:29][CH2:30]1.[OH:1][CH:2]1[CH2:3][N:4]([C:7](=[O:8])[O:9][C:10]([CH3:11])([CH3:12])[CH3:13])[CH:5]([C:6]([O:14][CH3:15])=[O:16])[CH2:17]1>>[C:7](=[O:8])([O:9][C:10]([CH3:11])([CH3:12])[CH3:13])[N:29]1[CH:28]([C:31](=[O:32])[NH:33][c:34]2[n:35][cH:36][cH:37][n:38][cH:39]2)[CH2:27][CH:26]([F:25])[CH2:30]1. Reactants: COC(=O)CC(C)=O, ClCCl, CC(=O)[O-], CC(C)O, O=Cc1ccc(F)cc1Cl. Yields the product COC(=O)C(=Cc1ccc(F)cc1Cl)C(C)=O. RXN SMILES: [C:11]([CH2:12][C:13](=[O:14])[CH3:15])(=[O:16])[O:17][CH3:18].[CH2:27]([Cl:28])[Cl:29].[CH3:19][C:20](=[O:21])[O-:22].[CH:23]([OH:24])([CH3:25])[CH3:26].[Cl:1][c:2]1[c:3]([CH:4]=[O:5])[cH:6][cH:7][c:8]([F:10])[cH:9]1>>[Cl:1][c:2]1[c:3]([CH:4]=[C:12]([C:11](=[O:16])[O:17][CH3:18])[C:13](=[O:14])[CH3:15])[cH:6][cH:7][c:8]([F:10])[cH:9]1. Starting materials: CCc1ccc2c(Cl)ccnc2n1, Nc1cc(Cl)ccc1Oc1ccccc1. Yields the product CCc1ccc2c(Nc3cc(Cl)ccc3Oc3ccccc3)ccnc2n1. Reaction SMILES: [Cl:16][c:17]1[c:18]2[cH:19][cH:20][c:21]([CH2:27][CH3:28])[n:22][c:23]2[n:24][cH:25][cH:26]1.[Cl:1][c:2]1[cH:3][cH:4][c:5]([O:9][c:10]2[cH:11][cH:12][cH:13][cH:14][cH:15]2)[c:6]([NH2:8])[cH:7]1>>[Cl:1][c:2]1[cH:3][cH:4][c:5]([O:9][c:10]2[cH:11][cH:12][cH:13][cH:14][cH:15]2)[c:6]([NH:8][c:17]2[c:18]3[cH:19][cH:20][c:21]([CH2:27][CH3:28])[n:22][c:23]3[n:24][cH:25][cH:26]2)[cH:7]1. The reactants are COC(CC=1C(=NN(C1C)CC1=CC=C(C=C1)Br)C)=O ([1-(4-bromo-benzyl)-3,5-dimethyl-1H-pyrazol-4-yl]-acetic acid methyl ester), COC(CC=1C(=NN(C1C)CC1=CC=C(C=C1)Br)C)=O ([1-(4-bromo-benzyl)-3,5-dimethyl-1H-pyrazol-4-yl]-acetic acid methyl ester), FC(C1=CC=C(C=C1)C#C)(F)F (4-trifluoromethyl-phenylacetylene), C(C)(C)N(CC)C(C)C (diisopropylethylamine), ester, Cl (HCl), [OH-].[Na+] (NaOH). Reagents/catalysts: [Cu]I (CuI), Cl[Pd]([P](C1=CC=CC=C1)(C2=CC=CC=C2)C3=CC=CC=C3)([P](C4=CC=CC=C4)(C5=CC=CC=C5)C6=CC=CC=C6)Cl (bis-(triphenylphosphin)-palladium dichloride). The solvent is O1CCCC1 (tetrahydrofurane), O1CCOCC1 (dioxan), O (water). Reaction conditions: time 1 hour. Product: CC1=NN(C(=C1CC(=O)O)C)CC1=CC=C(C=C1)C#CC1=CC=C(C=C1)C(F)(F)F ({3,5-Dimethyl-1-[4-(4-trifluoromethyl-phenylethynyl)-benzyl]-1H-pyrazol-4-yl}-acetic acid). As a reaction SMILES: C[O:2][C:3](=[O:20])[CH2:4][C:5]1[C:6]([CH3:19])=[N:7][N:8]([CH2:11][C:12]2[CH:17]=[CH:16][C:15](Br)=[CH:14][CH:13]=2)[C:9]=1[CH3:10].[F:21][C:22]([F:32])([F:31])[C:23]1[CH:28]=[CH:27][C:26]([C:29]#[CH:30])=[CH:25][CH:24]=1.C(N(C(C)C)CC)(C)C.[OH-].[Na+].Cl>O1CCCC1.O1CCOCC1.[Cu]I.Cl[Pd](Cl)([P](C1C=CC=CC=1)(C1C=CC=CC=1)C1C=CC=CC=1)[P](C1C=CC=CC=1)(C1C=CC=CC=1)C1C=CC=CC=1.O>[CH3:19][C:6]1[C:5]([CH2:4][C:3]([OH:2])=[O:20])=[C:9]([CH3:10])[N:8]([CH2:11][C:12]2[CH:17]=[CH:16][C:15]([C:30]#[C:29][C:26]3[CH:27]=[CH:28][C:23]([C:22]([F:21])([F:31])[F:32])=[CH:24][CH:25]=3)=[CH:14][CH:13]=2)[N:7]=1 |f:3.4,^1:60,79|. Reported procedure: Heck coupling: A solution of [1-(4-bromo-benzyl)-3,5-dimethyl-1H-pyrazol-4-yl]-acetic acid methyl ester (intermediate 12.1.1, 500 mg, 1.5 mmol), 4-trifluoromethyl-phenylacetylene (0.24 ml, 1.5 mmol) and diisopropylethylamine (0.51 ml, 3 mmol) in 15 ml tetrahydrofurane was degassed, and CuI (28 mg, 0.15 mmol) and bis-(triphenylphosphin)-palladium dichloride (104 mg, 0.15 mmol) were added to the solution. The mixture was refluxed for 12 h, the solvent evaporated under reduced pressure, and the res... The reactants are CC(C)(C(=O)O)O/N=C(/C1=CSC(=N1)N)\C(=O)N[C@H]2[C@@H]3N(C2=O)C(=C(CS3)C[N+]=4C=CC=CC4)C(=O)[O-] (ceftazidime), P(O)(O)(O)=O (phosphoric acid), P(O)(O)(O)=O (Phosphoric acid). Run at temperature 2.5 celsius, time 2 hour. The product is CC(C)(C(=O)O)O/N=C(\C1=CSC(=N1)N)/C(=O)N[C@H]2[C@@H]3N(C2=O)C(=C(CS3)C[N+]4=CC=CC=C4)C(=O)[O-].O.O.O.O.O (ceftazidime pentahydrate). Isolated yield 77.3%. Reaction SMILES: [CH3:1][C:2]([O:7]/[N:8]=[C:9](\[C:16]([NH:18][C@@H:19]1[C:22](=[O:23])[N:21]2[C:24]([C:35]([O-:37])=[O:36])=[C:25]([CH2:28][N+:29]3[CH:30]=[CH:31][CH:32]=[CH:33][CH:34]=3)[CH2:26][S:27][C@H:20]12)=[O:17])/[C:10]1[N:14]=[C:13]([NH2:15])[S:12][CH:11]=1)([C:4]([OH:6])=[O:5])[CH3:3].P(=O)(O)(O)[OH:39]>>[CH3:3][C:2]([O:7]/[N:8]=[C:9](/[C:16]([NH:18][C@@H:19]1[C:22](=[O:23])[N:21]2[C:24]([C:35]([O-:37])=[O:36])=[C:25]([CH2:28][N+:29]3[CH:30]=[CH:31][CH:32]=[CH:33][CH:34]=3)[CH2:26][S:27][C@H:20]12)=[O:17])\[C:10]1[N:14]=[C:13]([NH2:15])[S:12][CH:11]=1)([C:4]([OH:6])=[O:5])[CH3:1].[OH2:39].[OH2:5].[OH2:5].[OH2:5].[OH2:5] |f:2.3.4.5.6.7|. Procedure details: The pH of the ceftazidime solution was lowered to 4.5 with 4M phosphoric acid, and the solution was seeded. The solution was stirred for 21/2 hr at 0-5° C., during which the pH had risen to 4.7 and a large amount of crystals had formed. Phosphoric acid (4M) was then added dropwise over a 1 hr period to achieve a pH of 3.7. More acid was added dropwise over the next 1/2 hr to maintain this pH. After the pH was stabilized, the slurry was stirred slowly in an ice bath for 1 hr. The crystals were fi... The reactants are C1(=CC=C(C=C1)C1=CC2=C(N(C(=N2)OCC2C(C2)C(=O)OCC)CC=C)C=C1Cl)C1=CC=CC=C1 (ethyl 2-({[5-(biphenyl-4-yl)-6-chloro-1-(prop-2-en-1-yl)-1H-benzimidazol-2-yl]oxy}methyl)cyclopropanecarboxylate), CN1C(=O)N(C(=O)CC1=O)C (1,3-dimethylbarbituric acid). The reagents and catalysts are C=1C=CC(=CC1)[P](C=2C=CC=CC2)(C=3C=CC=CC3)[Pd]([P](C=4C=CC=CC4)(C=5C=CC=CC5)C=6C=CC=CC6)([P](C=7C=CC=CC7)(C=8C=CC=CC8)C=9C=CC=CC9)[P](C=1C=CC=CC1)(C=1C=CC=CC1)C=1C=CC=CC1 (Pd(PPh3)4). Solvent: CCO (EtOH). Yields the product C1(=CC=C(C=C1)C1=CC2=C(NC(=N2)OCC2C(C2)C(=O)O)C=C1Cl)C1=CC=CC=C1 (2-({[5-(biphenyl-4-yl)-6-chloro-1H-benzimidazol-2-yl]oxy}methyl)cyclopropane carboxylic acid). Reaction SMILES: [C:1]1([C:30]2[CH:35]=[CH:34][CH:33]=[CH:32][CH:31]=2)[CH:6]=[CH:5][C:4]([C:7]2[C:28]([Cl:29])=[CH:27][C:10]3[N:11](CC=C)[C:12]([O:14][CH2:15][CH:16]4[CH2:18][CH:17]4[C:19]([O:21]CC)=[O:20])=[N:13][C:9]=3[CH:8]=2)=[CH:3][CH:2]=1.CN1C(=O)CC(=O)N(C)C1=O>C1C=CC([P]([Pd]([P](C2C=CC=CC=2)(C2C=CC=CC=2)C2C=CC=CC=2)([P](C2C=CC=CC=2)(C2C=CC=CC=2)C2C=CC=CC=2)[P](C2C=CC=CC=2)(C2C=CC=CC=2)C2C=CC=CC=2)(C2C=CC=CC=2)C2C=CC=CC=2)=CC=1.CCO>[C:1]1([C:30]2[CH:31]=[CH:32][CH:33]=[CH:34][CH:35]=2)[CH:2]=[CH:3][C:4]([C:7]2[C:28]([Cl:29])=[CH:27][C:10]3[NH:11][C:12]([O:14][CH2:15][CH:16]4[CH2:18][CH:17]4[C:19]([OH:21])=[O:20])=[N:13][C:9]=3[CH:8]=2)=[CH:5][CH:6]=1 |^1:50,52,71,90|. Procedure details: The title compound was prepared from ethyl 2-({[5-(biphenyl-4-yl)-6-chloro-1-(prop-2-en-1-yl)-1H-benzimidazol-2-yl]oxy}methyl)cyclopropanecarboxylate (115 mg, 0.236 mmol), 1,3-dimethylbarbituric acid (111 mg, 0.708 mmol), Pd(PPh3)4 (30 mg, 0.026 mmol) and EtOH (2.5 ml) according to the procedure described for Example 13, Step B. Purification of the resulting crude product by reverse phase HPLC eluting with 35-100% MeCN:water afforded the title compound as a white solid. LC-MS: calculated for C24...